From a dataset of the Open Reaction Database (ORD), a public repository of structured organic reaction records. describe an organic reaction: reactants, conditions, products, and yield Reactants: ClC1=CC=C2CCNC2=C1 (6-chloro-indoline), ClC1=NC=NC2=CC(=CC=C12)OC (4-chloro-7-methoxy-quinazoline), Cl (HCl), Cl (HCl). Run in CC(C)O (i-PrOH). Yields the product Cl.ClC1=CC=C2CCN(C2=C1)C1=NC=NC2=CC(=CC=C12)OC (4-(6-Chloro-2,3-dihydro-indol-1-yl)-7-methoxy-quinazoline hydrochloride salt). The yield is 82.0%. Reaction SMILES: Cl.[Cl:2][C:3]1[CH:11]=[C:10]2[C:6]([CH2:7][CH2:8][NH:9]2)=[CH:5][CH:4]=1.Cl[C:13]1[C:22]2[C:17](=[CH:18][C:19]([O:23][CH3:24])=[CH:20][CH:21]=2)[N:16]=[CH:15][N:14]=1>CC(O)C>[ClH:2].[Cl:2][C:3]1[CH:11]=[C:10]2[C:6]([CH2:7][CH2:8][N:9]2[C:13]2[C:22]3[C:17](=[CH:18][C:19]([O:23][CH3:24])=[CH:20][CH:21]=3)[N:16]=[CH:15][N:14]=2)=[CH:5][CH:4]=1 |f:4.5|. Procedure: Utilizing a procedure analogous to that described in Example 1 (with conversion to the HCl salt as outlined for Example 2), this product was prepared in 82% yield from 6-chloro-indoline (1.1 eq.), and 4-chloro-7-methoxy-quinazoline (1.0 eq) in i-PrOH. (M.P. of free-base: 140°-141° C.; For HCl salt: M.P. 232°-233° C.; LC-MS: 312 (MH+); anal. RP18-HPLC RT: 5.68 min.). Reactants: C(C)(C)(C)OC(N(CCNCC(CC=C)C1=CC=C(C=C1)I)C1=CC(=CC(=C1)Cl)Cl)=O ((3,5-dichloro-phenyl)-{2-[2-(4-iodophenyl)-pent-4-enylamino]-ethyl}-carbamic acid tert-butyl ester), C(=O)(C(F)(F)F)O (TFA). Run in C(Cl)Cl (CH2Cl2). Product: ClC=1C=C(C=C(C1)Cl)NCCNCC(CC=C)C1=CC=C(C=C1)I (N-(3,5-dichloro-phenyl)-N′-[2-(4-iodo-phenyl)-pent-4-enyl]-ethane-1,2-diamine). Isolated yield 95.3%. As a reaction SMILES: C(OC(=O)[N:7]([C:23]1[CH:28]=[C:27]([Cl:29])[CH:26]=[C:25]([Cl:30])[CH:24]=1)[CH2:8][CH2:9][NH:10][CH2:11][CH:12]([C:16]1[CH:21]=[CH:20][C:19]([I:22])=[CH:18][CH:17]=1)[CH2:13][CH:14]=[CH2:15])(C)(C)C.C(O)(C(F)(F)F)=O>C(Cl)Cl>[Cl:29][C:27]1[CH:28]=[C:23]([NH:7][CH2:8][CH2:9][NH:10][CH2:11][CH:12]([C:16]2[CH:17]=[CH:18][C:19]([I:22])=[CH:20][CH:21]=2)[CH2:13][CH:14]=[CH2:15])[CH:24]=[C:25]([Cl:30])[CH:26]=1. Reported procedure: To a stirred solution of (3,5-dichloro-phenyl)-{2-[2-(4-iodophenyl)-pent-4-enylamino]-ethyl}-carbamic acid tert-butyl ester (0.493 g, 0.85 mmol) in CH2Cl2 (20 mL) at 0° C. was added TFA (5 mL). The mixture was stirred and warmed to room temperature for 4 h. The solvent was removed by rotary evaporation and the residue was dissolved in EtOAc and washed twice with NaHCO3 (10% in H2O). The organic extracts were dried over sodium sulfate, filtered and concentrated by rotary evaporation to give N-(3,... Starting materials: CC(C)(C)OC(=O)NC(Cc1c[nH]cn1)C(=O)O, CCCCCC, CCO, C=C(C(=O)c1ccc(Cl)cc1Cl)c1ccccc1, O. The product is CC(C)(C)OC(=O)NC(Cc1cn(CC(C(=O)c2ccc(Cl)cc2Cl)c2ccccc2)cn1)C(=O)O. RXN SMILES: [CH3:2][C:3]([CH3:4])([O:5][C:6](=[O:7])[NH:8][CH:9]([CH2:10][c:11]1[cH:12][nH:13][cH:14][n:15]1)[C:16](=[O:17])[OH:18])[CH3:19].[CH3:38][CH2:39][CH2:40][CH2:41][CH2:42][CH3:43].[CH3:44][CH2:45][OH:46].[Cl:20][c:21]1[c:22]([C:28]([C:29](=[CH2:30])[c:31]2[cH:32][cH:33][cH:34][cH:35][cH:36]2)=[O:37])[cH:23][cH:24][c:25]([Cl:27])[cH:26]1.[OH2:1]>>[CH3:2][C:3]([CH3:4])([O:5][C:6](=[O:7])[NH:8][CH:9]([CH2:10][c:11]1[cH:12][n:13]([CH2:30][CH:29]([C:28]([c:22]2[c:21]([Cl:20])[cH:26][c:25]([Cl:27])[cH:24][cH:23]2)=[O:37])[c:31]2[cH:32][cH:33][cH:34][cH:35][cH:36]2)[cH:14][n:15]1)[C:16](=[O:17])[OH:18])[CH3:19]. Reactants: O1CCOC12CC=C(CC2)C2=CNC1=CC=CC=C21 (3-(1,4-Dioxa-spiro[4,5]dec-7-en-8-yl)-1H-indole), C(#N)C=1C=C2C=CNC2=CC1 (5-cyanoindole). Yields the product O1CCOC12CC=C(CC2)C2=CNC1=CC=C(C=C21)C#N (3-(1,4-Dioxa-spiro[4,5]dec-7-en-8-yl)-5-cyano-1H-indole). Isolated yield 50.0%. Reaction SMILES: [O:1]1[C:5]2([CH2:10][CH2:9][C:8]([C:11]3[C:19]4[C:14](=[CH:15][CH:16]=[CH:17][CH:18]=4)[NH:13][CH:12]=3)=[CH:7][CH2:6]2)[O:4][CH2:3][CH2:2]1.[C:20](C1C=C2C(=CC=1)NC=C2)#[N:21]>>[O:4]1[C:5]2([CH2:10][CH2:9][C:8]([C:11]3[C:19]4[C:14](=[CH:15][CH:16]=[C:17]([C:20]#[N:21])[CH:18]=4)[NH:13][CH:12]=3)=[CH:7][CH2:6]2)[O:1][CH2:2][CH2:3]1. Procedure: This compound was prepared in the manner described above for intermediate 1a by replacing indole with 5-cyanoindole (29.98 g, 0.21 mol) to afford 29.32 g (50%) of the title compound as a white solid: mp 158-160° C. The reactants are CCCCC(CC)C(=O)C=P(c1ccccc1)(c1ccccc1)c1ccccc1, C1CCOC1, O=CC1CCC(O)C1CCCCCCCO. The product is CCCCC(CC)C(=O)C=CC1CCC(O)C1CCCCCCCO. Reaction SMILES: [CH2:17]([CH3:18])[CH:19]([C:20](=[O:21])[CH:22]=[P:23]([c:24]1[cH:25][cH:26][cH:27][cH:28][cH:29]1)([c:30]1[cH:31][cH:32][cH:33][cH:34][cH:35]1)[c:36]1[cH:37][cH:38][cH:39][cH:40][cH:41]1)[CH2:42][CH2:43][CH2:44][CH3:45].[O:46]1[CH2:47][CH2:48][CH2:49][CH2:50]1.[OH:1][CH:2]1[CH:3]([CH2:9][CH2:10][CH2:11][CH2:12][CH2:13][CH2:14][CH2:15][OH:16])[CH:4]([CH:7]=[O:8])[CH2:5][CH2:6]1>>[OH:1][CH:2]1[CH:3]([CH2:9][CH2:10][CH2:11][CH2:12][CH2:13][CH2:14][CH2:15][OH:16])[CH:4]([CH:7]=[CH:22][C:20]([CH:19]([CH2:17][CH3:18])[CH2:42][CH2:43][CH2:44][CH3:45])=[O:21])[CH2:5][CH2:6]1. The reactants are COC([C@H](CC1=C(C=C(C=C1)OCC=1N=C(OC1C)C1=CC=CC=C1)C)OCC)=O ((S)-2-ethoxy-3-[2-methyl-4-(5-methyl-2-phenyl-oxazol-4-ylmethoxy)-phenyl]-propionic acid methyl ester), [Li+].[OH-] (LiOH). Product: C(C)O[C@H](C(=O)O)CC1=C(C=C(C=C1)OCC=1N=C(OC1C)C1=CC=CC=C1)C ((S)-2-ethoxy-3-[2-methyl-4-(5-methyl-2-phenyl-oxazol-4-ylmethoxy)-phenyl]-propionic acid). Reaction SMILES: C[O:2][C:3](=[O:30])[C@@H:4]([O:27][CH2:28][CH3:29])[CH2:5][C:6]1[CH:11]=[CH:10][C:9]([O:12][CH2:13][C:14]2[N:15]=[C:16]([C:20]3[CH:25]=[CH:24][CH:23]=[CH:22][CH:21]=3)[O:17][C:18]=2[CH3:19])=[CH:8][C:7]=1[CH3:26].[Li+].[OH-]>>[CH2:28]([O:27][C@@H:4]([CH2:5][C:6]1[CH:11]=[CH:10][C:9]([O:12][CH2:13][C:14]2[N:15]=[C:16]([C:20]3[CH:25]=[CH:24][CH:23]=[CH:22][CH:21]=3)[O:17][C:18]=2[CH3:19])=[CH:8][C:7]=1[CH3:26])[C:3]([OH:30])=[O:2])[CH3:29] |f:1.2|. Reported procedure: In analogy to the procedure described in example 1 g], (S)-2-ethoxy-3-[2-methyl-4-(5-methyl-2-phenyl-oxazol-4-ylmethoxy)-phenyl]-propionic acid methyl ester was treated with LiOH to obtain (S)-2-ethoxy-3-[2-methyl-4-(5-methyl-2-phenyl-oxazol-4-ylmethoxy)-phenyl]-propionic acid as colorless solid, which was crystalized from hexane/dichloromethane to afford colorless crystals. According to chiral HPLC of the corresponding methyl ester (Chiralcel-OJ), the enantiomeric excess amounts to 99.0%. Starting materials: desired material, ClC(C(=O)OC)(OC)Cl (methyl 2,2-dichloro-2-methoxyacetate), N1CCCC1 (pyrrolidine), C(C)OCC (diethyl ether), CO (methanol), N1=CC=CC=C1 (pyridine), N1CCCC1 (pyrrolidine). Reaction conditions: temperature 0 celsius, time 5 minute. Yields the product COC(C(=O)OC)(OC)OC (methyl 2,2,2-trimethoxyacetate). The yield is 80.0%. RXN SMILES: Cl[C:2](Cl)([O:7][CH3:8])[C:3]([O:5][CH3:6])=[O:4].[CH3:10][OH:11].N1C=CC=CC=1.N1CCCC1.[CH2:23]([O:25]CC)C>>[CH3:10][O:11][C:2]([O:25][CH3:23])([O:7][CH3:8])[C:3]([O:5][CH3:6])=[O:4]. Procedure details: A 500 mL round bottom flask was charged with methyl 2,2-dichloro-2-methoxyacetate (50 g, 248.5 mmol, 1 equiv). This was cooled to 0° C. with an ice bath at which point anhydrous methanol (34.33 g, 745.7 mmol, 44 mL, 3 equiv) was added with stirring over the course of 5 minutes. The mixture was then immediately diluted with anhydrous diethyl ether (150 mL). While maintaining the reaction at 0° C. with an external ice bath, anhydrous pyridine (49.10 g, 621.4 mmol, 50.20 mL, 2.5 equiv) was added vi... Reactants: NC=1SC=C(N1)C(C(=O)NC1[C@@H]2N(C(=CCS2)C(=O)[O-])C1=O)=NOC.[Na+] (Sodium 7-[2-(2-aminothiazol-4-yl)-2-methoxyiminoacetamido]-3-cephem-4-carboxylate), C(C)O (ethanol). Run in O (water). Reaction conditions: time 2 hour. The product is O.O.NC=1SC=C(N1)C(C(=O)NC1[C@@H]2N(C(=CCS2)C(=O)[O-])C1=O)=NOC.[Na+] (sodium 7-[2-(2-aminothiazol-4-yl)-2-methoxyiminoacetamido]-3-cephem-4-carboxylate dihydrate). As a reaction SMILES: [NH2:1][C:2]1[S:3][CH:4]=[C:5]([C:7](=[N:23][O:24][CH3:25])[C:8]([NH:10][CH:11]2[C:21](=[O:22])[N:13]3[C:14]([C:18]([O-:20])=[O:19])=[CH:15][CH2:16][S:17][C@H:12]23)=[O:9])[N:6]=1.[Na+:26].C([OH:29])C>O>[OH2:9].[OH2:29].[NH2:1][C:2]1[S:3][CH:4]=[C:5]([C:7](=[N:23][O:24][CH3:25])[C:8]([NH:10][CH:11]2[C:21](=[O:22])[N:13]3[C:14]([C:18]([O-:20])=[O:19])=[CH:15][CH2:16][S:17][C@H:12]23)=[O:9])[N:6]=1.[Na+:26] |f:0.1,4.5.6.7|. Procedure: Sodium 7-[2-(2-aminothiazol-4-yl)-2-methoxyiminoacetamido]-3-cephem-4-carboxylate (syn isomer, 15 g.) was dissolved in water (13 ml.) at 35° to 45° C. under stirring. Warmed ethanol (52 ml., 30° C.) was added dropwise to the stirred solution, and stirred at the same temperature for 5 minutes and then at room temperature for 2 hours. The precipitates were collected by filtration, washed with ethanol and dried under reduced pressure to give plates of sodium 7-[2-(2-aminothiazol-4-yl)-2-methoxyimin... The product is FC1=C(CO)C=C(C=C1)C (2-fluoro-5-methylbenzyl alcohol). Reactants: FC1=C(C=O)C=C(C=C1)C (2-fluoro-5-methylbenzaldeyde), O1CCCC1 (tetrahydrofuran), [BH4-].[Na+] (sodium borohydride). The yield is 75.4%. Solvent: CO (methanol). As a reaction SMILES: [F:1][C:2]1[CH:9]=[CH:8][C:7]([CH3:10])=[CH:6][C:3]=1[CH:4]=[O:5].O1CCCC1.[BH4-].[Na+]>CO>[F:1][C:2]1[CH:9]=[CH:8][C:7]([CH3:10])=[CH:6][C:3]=1[CH2:4][OH:5] |f:2.3|. Run at time 3 hour. Procedure details: A solution of 2-fluoro-5-methylbenzaldeyde (1.80 g, 12.3 mmol) in 3:1 tetrahydrofuran:methanol (82 ml total) at 0° C. was treated with sodium borohydride (0.93 g, 24.6 mmol). The reaction was slowly warmed to ambient temperature and stirred for about three hours. The reaction was quenched with water, transferred to a separatory funnel, and extracted with methylene chloride. The organic fraction was dried over sodium sulfate, filtered, and concentrated in vacuo. The residue was further purified b...